Dataset: the Open Reaction Database (ORD), a public repository of structured organic reaction records. Task: describe an organic reaction: reactants, conditions, products, and yield The reactants are product 1b, NC1=C(C=CC=C1)C1(CCCCC1)O (1-(2-amino-phenyl)-cyclohexanol), CC(CC=O)(C)NC(OC(C)(C)C)=O (tert-butyl (1,1-dimethyl-3-oxo-propyl)-carbamate). The solvent is CCCCCC.CCOC(=O)C (hexane EtOAc), CCCCCC.CCOC(=O)C (hexane EtOAc). Yields the product OC1(CCCCC1)C1=C(C=CC=C1)NCCC(C)(C)NC(OC(C)(C)C)=O (tert-butyl {3-[2-(1-hydroxy-cyclohexyl)-phenylamino]-1,1-dimethyl-propyl}-carbamate). As a reaction SMILES: [NH2:1][C:2]1[CH:7]=[CH:6][CH:5]=[CH:4][C:3]=1[C:8]1([OH:14])[CH2:13][CH2:12][CH2:11][CH2:10][CH2:9]1.[CH3:15][C:16]([NH:21][C:22](=[O:28])[O:23][C:24]([CH3:27])([CH3:26])[CH3:25])([CH3:20])[CH2:17][CH:18]=O>CCCCCC.CCOC(C)=O>[OH:14][C:8]1([C:3]2[CH:4]=[CH:5][CH:6]=[CH:7][C:2]=2[NH:1][CH2:18][CH2:17][C:16]([NH:21][C:22](=[O:28])[O:23][C:24]([CH3:27])([CH3:26])[CH3:25])([CH3:20])[CH3:15])[CH2:13][CH2:12][CH2:11][CH2:10][CH2:9]1 |f:2.3|. Procedure details: The product is prepared analogously to intermediate product 1b starting from 1-(2-amino-phenyl)-cyclohexanol and tert-butyl (1,1-dimethyl-3-oxo-propyl)-carbamate. After column chromatography (silica gel, hexane/EtOAc 7:1) the product is obtained as a colourless oil. Yield: 2.65 g (66%); Rf=0.50 (silica gel, hexane/EtOAc 4:1). The reactants are CCOC(=O)CC(C)=O, CC(C)Oc1cc(NC(N)=O)c(F)cc1Cl. The product is CCOC(=O)C=C(C)NC(=O)Nc1cc(OC(C)C)c(Cl)cc1F. As a reaction SMILES: [C:17]([CH2:18][C:19](=[O:20])[CH3:21])(=[O:22])[O:23][CH2:24][CH3:25].[Cl:1][c:2]1[cH:3][c:4]([F:16])[c:5]([NH:12][C:13](=[O:14])[NH2:15])[cH:6][c:7]1[O:8][CH:9]([CH3:10])[CH3:11]>>[Cl:1][c:2]1[cH:3][c:4]([F:16])[c:5]([NH:12][C:13](=[O:14])[NH:15][C:19](=[CH:18][C:17](=[O:22])[O:23][CH2:24][CH3:25])[CH3:21])[cH:6][c:7]1[O:8][CH:9]([CH3:10])[CH3:11]. Product: COC(CCS(=O)CCCO)COCCCCCCCCCCCCCCCCCC (3-Hydroxypropyl 3-methoxy-4-octadecyloxybutyl sulfoxide). The reactants are OCCCSCCC(COCCCCCCCCCCCCCCCCCC)OC (3-methoxy-4-octadecyloxybutyl 3-hydroxypropyl sulfide), ClC1=CC(=CC=C1)C(=O)OO (m-chloroperbenzoic acid). Yield: 92.7%. RXN SMILES: [OH:1][CH2:2][CH2:3][CH2:4][S:5][CH2:6][CH2:7][CH:8]([O:29][CH3:30])[CH2:9][O:10][CH2:11][CH2:12][CH2:13][CH2:14][CH2:15][CH2:16][CH2:17][CH2:18][CH2:19][CH2:20][CH2:21][CH2:22][CH2:23][CH2:24][CH2:25][CH2:26][CH2:27][CH3:28].ClC1C=CC=C(C(OO)=[O:39])C=1>ClCCl>[CH3:30][O:29][CH:8]([CH2:9][O:10][CH2:11][CH2:12][CH2:13][CH2:14][CH2:15][CH2:16][CH2:17][CH2:18][CH2:19][CH2:20][CH2:21][CH2:22][CH2:23][CH2:24][CH2:25][CH2:26][CH2:27][CH3:28])[CH2:7][CH2:6][S:5]([CH2:4][CH2:3][CH2:2][OH:1])=[O:39]. Procedure: In 20 ml of dichloromethane is dissolved 1.52 g of 3-methoxy-4-octadecyloxybutyl 3-hydroxypropyl sulfide, to which a solution of 0.61 g of m-chloroperbenzoic acid in 8 ml of dichloromethane is added dropwise with stirring under ice cooling. Thereafter, the mixture is stirred at room temperature for 30 minutes to complete the reaction. The reaction mixture is then washed with an aqueous sodium bisulfite solution, an aqueous sodium bicarbonate solution and then water and dried. The solvent is dist... The solvent is ClCCl (dichloromethane), ClCCl (dichloromethane). Starting materials: Cl (HCl), C1(CC1)C=1C(=CC2=C(C(=C(O2)C2=CC=C(C=C2)F)C(=O)NC)C1)N(S(=O)(=O)C)C1=CC(=C(C=C1)B1OC(C(O1)(C)C)(C)C)COCOC (5-cyclopropyl-2-(4-fluorophenyl)-6-(N-(3-((methoxymethoxy)methyl)-4-(4,4,5,5-tetramethyl-1,3,2-dioxaborolan-2-yl)phenyl)methylsulfonamido)-N-methylbenzofuran-3-carboxamide), I(=O)(=O)(=O)[O-].[Na+] (sodium periodate). Run in O1CCCC1 (tetrahydrofuran), CO (methanol). Run at time 8 hour. Yields the product C1(CC1)C=1C(=CC2=C(C(=C(O2)C2=CC=C(C=C2)F)C(NC)=O)C1)N(S(=O)(=O)C)C1=CC(=C(C=C1)B(O)O)COCOC ((4-(N-(5-Cyclopropyl-2-(4-fluorophenyl)-3-(methylcarbamoyl)benzofuran-6-yl)methylsulfonamido)-2-((methoxymethoxy)methyl)phenyl)boronic acid). The yield is 28.6%. Reaction SMILES: [CH:1]1([C:4]2[C:5]([N:24]([C:29]3[CH:34]=[CH:33][C:32]([B:35]4[O:39]C(C)(C)C(C)(C)[O:36]4)=[C:31]([CH2:44][O:45][CH2:46][O:47][CH3:48])[CH:30]=3)[S:25]([CH3:28])(=[O:27])=[O:26])=[CH:6][C:7]3[O:11][C:10]([C:12]4[CH:17]=[CH:16][C:15]([F:18])=[CH:14][CH:13]=4)=[C:9]([C:19]([NH:21][CH3:22])=[O:20])[C:8]=3[CH:23]=2)[CH2:3][CH2:2]1.Cl.I([O-])(=O)(=O)=O.[Na+]>CO.O1CCCC1>[CH:1]1([C:4]2[C:5]([N:24]([C:29]3[CH:34]=[CH:33][C:32]([B:35]([OH:36])[OH:39])=[C:31]([CH2:44][O:45][CH2:46][O:47][CH3:48])[CH:30]=3)[S:25]([CH3:28])(=[O:27])=[O:26])=[CH:6][C:7]3[O:11][C:10]([C:12]4[CH:13]=[CH:14][C:15]([F:18])=[CH:16][CH:17]=4)=[C:9]([C:19](=[O:20])[NH:21][CH3:22])[C:8]=3[CH:23]=2)[CH2:3][CH2:2]1 |f:2.3|. Reported procedure: The crude 5-cyclopropyl-2-(4-fluorophenyl)-6-(N-(3-((methoxymethoxy)methyl)-4-(4,4,5,5-tetramethyl-1,3,2-dioxaborolan-2-yl)phenyl)methylsulfonamido)-N-methylbenzofuran-3-carboxamide (215 mg, 0.317 mmol) was dissolved in methanol (1.0 mL) and tetrahydrofuran (4.0 mL). HCl (4.0 mL, 4.00 mmol) was added followed by addition of sodium periodate (542 mg, 2.54 mmol). The mixture was stirred at room temperature overnight. It was partitioned between EtOAc and water. The aqueous layer was extracted with ... The reactants are COC1=C(C=CC=C1)C1=CC=C2C=NC(=NN21)O (7-(2-Methoxy-phenyl)-pyrrolo[2,1-f][1,2,4]triazin-2-ol), [H-].[Na+] (sodium hydride), C1=CC=C(C=C1)N(S(=O)(=O)C(F)(F)F)S(=O)(=O)C(F)(F)F (N-phenylbis(trifluoromethanesulphonimide)), [O-]S(=O)(=O)C(F)(F)F (triflate), COC1=C(C=C2CN(CC2=C1)C1COC1)N (6-methoxy-2-oxetan-3-yl-2,3-dihydro-1H-isoindol-5-ylamine). The solvent is CN(C=O)C (N,N-Dimethylformamide). Run at time 30 minute. The product is COC1=C(C=C2CN(CC2=C1)C1COC1)NC1=NN2C(C=N1)=CC=C2C2=C(C=CC=C2)OC ((6-Methoxy-2-oxetan-3-yl-2,3-dihydro-1H-isoindol-5-yl)-[7-(2-methoxy-phenyl)-pyrrolo[2,1-f][1,2,4]triazin-2-yl]-amine). Yield: 12.0%. RXN SMILES: [CH3:1][O:2][C:3]1[CH:8]=[CH:7][CH:6]=[CH:5][C:4]=1[C:9]1[N:17]2[C:12]([CH:13]=[N:14][C:15](O)=[N:16]2)=[CH:11][CH:10]=1.[H-].[Na+].C1C=CC(N(S(C(F)(F)F)(=O)=O)S(C(F)(F)F)(=O)=O)=CC=1.[O-]S(C(F)(F)F)(=O)=O.[CH3:50][O:51][C:52]1[CH:60]=[C:59]2[C:55]([CH2:56][N:57]([CH:61]3[CH2:64][O:63][CH2:62]3)[CH2:58]2)=[CH:54][C:53]=1[NH2:65]>CN(C)C=O>[CH3:50][O:51][C:52]1[CH:60]=[C:59]2[C:55]([CH2:56][N:57]([CH:61]3[CH2:62][O:63][CH2:64]3)[CH2:58]2)=[CH:54][C:53]=1[NH:65][C:15]1[N:14]=[CH:13][C:12]2=[CH:11][CH:10]=[C:9]([C:4]3[CH:5]=[CH:6][CH:7]=[CH:8][C:3]=3[O:2][CH3:1])[N:17]2[N:16]=1 |f:1.2|. Procedure details: 7-(2-Methoxy-phenyl)-pyrrolo[2,1-f][1,2,4]triazin-2-ol (50.00 mg, 0.207) was dissolved in N,N-Dimethylformamide (4.0 mL) at 0° C. and sodium hydride (60% dispersion in mineral oil; 10.4 mg, 0.259 mmol) was added and the reaction was let to stir for 30 minutes. Then, N-phenylbis(trifluoromethanesulphonimide) (81.4 mg, 0.228 mmol) was added and the reaction was allowed to warm to room temperature. After 100% conversion to the triflate, 6-methoxy-2-oxetan-3-yl-2,3-dihydro-1H-isoindol-5-ylamine (57.... Reactants: C1(C=2C(C(N1)=O)=CC=CC2)=O (phthalimide), C1(=CC=CC=C1)P(C1=CC=CC=C1)C1=CC=CC=C1 (triphenylphosphine), ClC=1C(=NC=CN1)C(O)C=1C=C2N=C(C=NC2=CC1)C1=CC=CC=C1 ((3-chloropyrazin-2-yl)(3-phenylquinoxalin-6-yl)methanol), CC(C)OC(=O)/N=N/C(=O)OC(C)C (DIAD). The solvent is C1CCOC1 (THF). Reaction conditions: time 16 hour. Product: ClC=1C(=NC=CN1)C(N1C(C2=CC=CC=C2C1=O)=O)C=1C=C2N=C(C=NC2=CC1)C1=CC=CC=C1 (2-[(3-chloropyrazin-2-yl)(3-phenylquinoxalin-6-yl)methyl]-1H-isoindole-1,3(2H)-dione). RXN SMILES: [Cl:1][C:2]1[C:3]([CH:8]([C:10]2[CH:11]=[C:12]3[C:17](=[CH:18][CH:19]=2)[N:16]=[CH:15][C:14]([C:20]2[CH:25]=[CH:24][CH:23]=[CH:22][CH:21]=2)=[N:13]3)O)=[N:4][CH:5]=[CH:6][N:7]=1.[C:26]1(=[O:36])[NH:30][C:29](=[O:31])[C:28]2=[CH:32][CH:33]=[CH:34][CH:35]=[C:27]12.C1(P(C2C=CC=CC=2)C2C=CC=CC=2)C=CC=CC=1.CC(OC(/N=N/C(OC(C)C)=O)=O)C>C1COCC1>[Cl:1][C:2]1[C:3]([CH:8]([C:10]2[CH:11]=[C:12]3[C:17](=[CH:18][CH:19]=2)[N:16]=[CH:15][C:14]([C:20]2[CH:25]=[CH:24][CH:23]=[CH:22][CH:21]=2)=[N:13]3)[N:30]2[C:26](=[O:36])[C:27]3[C:28](=[CH:32][CH:33]=[CH:34][CH:35]=3)[C:29]2=[O:31])=[N:4][CH:5]=[CH:6][N:7]=1. Procedure: A flask containing crude (3-chloropyrazin-2-yl)(3-phenylquinoxalin-6-yl)methanol (153 mg, 0.44 mmol) was flashed with Ar and charged with phthalimide (71 mg, 0.48 mmol) and triphenylphosphine (130 mg, 0.48 mmol) and anh. THF (10 mL). DIAD (0.1 mL, 0.48 mmol) was added slowly dropwise at rt and then the reaction was stirred at rt for 16 h. The reaction was concentrated under reduced pressure and purified by flash chromatography (silica gel, 5% EtOAc in DCM to 10%) affording 2-[(3-chloropyrazin-2-... The reactants are C([O-])([O-])=O.[Na+].[Na+] (sodium carbonate), ClC1=NC=2C3=C(C=NC2C=C1)CN(C(N3C3=CC=C(C=C3)C(C#N)(C)C)=O)C (2-(4-(9-chloro-3-methyl-2-oxo-3,4-dihydropyrimido[5,4-c][1,5]naphthyridin-1(2H)-yl)phenyl)-2-methylpropionitrile), COC1=CC=C(C=N1)B(O)O (6-methoxy-3-pyridine boronic acid). Reagents/catalysts: [Pd].C1(=CC=CC=C1)P(C1=CC=CC=C1)C1=CC=CC=C1.C1(=CC=CC=C1)P(C1=CC=CC=C1)C1=CC=CC=C1.C1(=CC=CC=C1)P(C1=CC=CC=C1)C1=CC=CC=C1.C1(=CC=CC=C1)P(C1=CC=CC=C1)C1=CC=CC=C1 (tetrakis(triphenylphosphine) palladium). Run in C(C)O (ethanol), C1(=CC=CC=C1)C (toluene). The product is COC1=CC=C(C=N1)C1=NC=2C3=C(C=NC2C=C1)CN(C(N3C3=CC=C(C=C3)C(C#N)(C)C)=O)C (2-(4-(9-(6-methoxypyridin-3-yl)-3-methyl-2-oxo-3,4-dihydropyrimido[5,4-c][1,5]naphthyridin-1(2H)-yl)phenyl)-2-methylpropionitrile). Yield: 14.4%. Reaction SMILES: Cl[C:2]1[CH:11]=[CH:10][C:9]2[N:8]=[CH:7][C:6]3[CH2:12][N:13]([CH3:28])[C:14](=[O:27])[N:15]([C:16]4[CH:21]=[CH:20][C:19]([C:22]([CH3:26])([CH3:25])[C:23]#[N:24])=[CH:18][CH:17]=4)[C:5]=3[C:4]=2[N:3]=1.[CH3:29][O:30][C:31]1[N:36]=[CH:35][C:34](B(O)O)=[CH:33][CH:32]=1.C(=O)([O-])[O-].[Na+].[Na+]>C1(C)C=CC=CC=1.C(O)C.[Pd].C1(P(C2C=CC=CC=2)C2C=CC=CC=2)C=CC=CC=1.C1(P(C2C=CC=CC=2)C2C=CC=CC=2)C=CC=CC=1.C1(P(C2C=CC=CC=2)C2C=CC=CC=2)C=CC=CC=1.C1(P(C2C=CC=CC=2)C2C=CC=CC=2)C=CC=CC=1>[CH3:29][O:30][C:31]1[N:36]=[CH:35][C:34]([C:2]2[CH:11]=[CH:10][C:9]3[N:8]=[CH:7][C:6]4[CH2:12][N:13]([CH3:28])[C:14](=[O:27])[N:15]([C:16]5[CH:21]=[CH:20][C:19]([C:22]([CH3:26])([CH3:25])[C:23]#[N:24])=[CH:18][CH:17]=5)[C:5]=4[C:4]=3[N:3]=2)=[CH:33][CH:32]=1 |f:2.3.4,7.8.9.10.11|. Reported procedure: 2-(4-(9-chloro-3-methyl-2-oxo-3,4-dihydropyrimido[5,4-c][1,5]naphthyridin-1(2H)-yl)phenyl)-2-methylpropionitrile (700 mg, 1.79 mmol) and 6-methoxy-3-pyridine boronic acid (328 mg, 2.15 mmol) were dissolved in toluene (30 mL) and ethanol (10 mL), to the system added tetrakis(triphenylphosphine) palladium (40 mg) and 2N aqueous sodium carbonate solution (2.7 mL). Refluxed and reacted under nitrogen for 3 h, cooled to room temperature, filtered, the organic layer was concentrated under reduced pres...